The task is: describe an organic reaction: reactants, conditions, products, and yield. This data is from the Open Reaction Database (ORD), a public repository of structured organic reaction records. Reactants: BrC=1C=NN(C1C1=CC=C(C=C1)Cl)C (4-bromo-5-(4-chlorophenyl)-1-methyl-1H-pyrazole), C(=O)([O-])[O-].[Cs+].[Cs+] (Cs2CO3), product, CI (Methyl iodide). Solvent: CN(C)C=O (DMF). Run at time 2 hour. Product: BrC=1C(=NN(C1)C)C1=CC=C(C=C1)Cl (4-bromo-3-(4-chlorophenyl)-1-methyl-1H-pyrazole). As a reaction SMILES: C([O-])([O-])=O.[Cs+].[Cs+].[CH3:7]I.[Br:9][C:10]1[CH:11]=[N:12][N:13](C)[C:14]=1[C:15]1[CH:20]=[CH:19][C:18]([Cl:21])=[CH:17][CH:16]=1>CN(C=O)C>[Br:9][C:10]1[C:14]([C:15]2[CH:20]=[CH:19][C:18]([Cl:21])=[CH:17][CH:16]=2)=[N:13][N:12]([CH3:7])[CH:11]=1 |f:0.1.2|. Procedure: Cs2CO3 (38.0 g, 116.0 mmol) was added to a solution of Ex 3-Step 1 product (15.0 g, 58.0 mmol) in DMF (63 mL). Methyl iodide (3.74 mL, 58.2 mmol) was added and the resulting pink colored solution was stirred at rt for 2 hr. The mixture was concentrated and the residue was partitioned between EtOAc and water. The organic phase was separated and washed with brine, dried (MgSO4) and concentrated. Silica gel chromatography using 40% heptane/CH2Cl2 yielded 10.1 g (64%) of Ex 3-Step 2 product as a whi...